Dataset: the Open Reaction Database (ORD), a public repository of structured organic reaction records. Task: describe an organic reaction: reactants, conditions, products, and yield Starting materials: C1(CC1)COC1=C(C=C(C(=C1)OC)F)C1=C2C(=NC=C1)C(=C(N2COCC[Si](C)(C)C)C)C(=O)O (7-[2-(cyclopropylmethoxy)-5-fluoro-4-methoxyphenyl]-2-methyl-1-{[2-(trimethylsilyl)ethoxy]methyl}-1H-pyrrolo[3,2-b]pyridine-3-carboxylic acid), N[C@@H]1CC[C@H](CC1)NC(OC(C)(C)C)=O (tert-butyl trans-(4-amino-cyclohexyl)-carbamate). The product is C1(CC1)COC1=C(C=C(C(=C1)OC)F)C1=C2C(=NC=C1)C(=C(N2COCC[Si](C)(C)C)C)C(=O)N[C@@H]2CC[C@H](CC2)NC(OC(C)(C)C)=O (tert-Butyl (trans-4-{[(7-[2-(cyclopropylmethoxy)-5-fluoro-4-methoxyphenyl]-2-methyl-1-{[2-(trimethylsilyl)ethoxy]methyl}-1H-pyrrolo[3,2-b]pyridin-3-yl)carbonyl]amino}cyclohexyl)carbamate). RXN SMILES: [CH:1]1([CH2:4][O:5][C:6]2[CH:11]=[C:10]([O:12][CH3:13])[C:9]([F:14])=[CH:8][C:7]=2[C:15]2[CH:20]=[CH:19][N:18]=[C:17]3[C:21]([C:33]([OH:35])=O)=[C:22]([CH3:32])[N:23]([CH2:24][O:25][CH2:26][CH2:27][Si:28]([CH3:31])([CH3:30])[CH3:29])[C:16]=23)[CH2:3][CH2:2]1.[NH2:36][C@H:37]1[CH2:42][CH2:41][C@H:40]([NH:43][C:44](=[O:50])[O:45][C:46]([CH3:49])([CH3:48])[CH3:47])[CH2:39][CH2:38]1>>[CH:1]1([CH2:4][O:5][C:6]2[CH:11]=[C:10]([O:12][CH3:13])[C:9]([F:14])=[CH:8][C:7]=2[C:15]2[CH:20]=[CH:19][N:18]=[C:17]3[C:21]([C:33]([NH:36][C@H:37]4[CH2:42][CH2:41][C@H:40]([NH:43][C:44](=[O:50])[O:45][C:46]([CH3:48])([CH3:47])[CH3:49])[CH2:39][CH2:38]4)=[O:35])=[C:22]([CH3:32])[N:23]([CH2:24][O:25][CH2:26][CH2:27][Si:28]([CH3:29])([CH3:30])[CH3:31])[C:16]=23)[CH2:2][CH2:3]1. Reported procedure: Starting from 7-[2-(cyclopropylmethoxy)-5-fluoro-4-methoxyphenyl]-2-methyl-1-{[2-(trimethylsilyl)ethoxy]methyl}-1H-pyrrolo[3,2-b]pyridine-3-carboxylic acid (example D.c8) and commercially available tert-butyl trans-(4-amino-cyclohexyl)-carbamate the title compound is obtained as pale yellow viscous oil. Starting materials: CO, CC(C)O, COC(=O)Cl, CC(C)(C)NCC(O)COc1cccc(N)c1CN, O. Product: CC(C)(C)NCC(O)COc1cccc2c1CNC(=O)N2. RXN SMILES: [CH3:30][OH:31].[CH:25]([OH:26])([CH3:27])[CH3:28].[Cl:20][C:21](=[O:22])[O:23][CH3:24].[NH2:1][CH2:2][c:3]1[c:4]([NH2:5])[cH:6][cH:7][cH:8][c:9]1[O:10][CH2:11][CH:12]([CH2:13][NH:14][C:15]([CH3:16])([CH3:17])[CH3:18])[OH:19].[OH2:29]>>[NH:1]1[CH2:2][c:3]2[c:4]([cH:6][cH:7][cH:8][c:9]2[O:10][CH2:11][CH:12]([CH2:13][NH:14][C:15]([CH3:16])([CH3:17])[CH3:18])[OH:19])[NH:5][C:21]1=[O:22].